This data is from the Open Reaction Database (ORD), a public repository of structured organic reaction records. The task is: describe an organic reaction: reactants, conditions, products, and yield Reactants: C1=CC=CC=2C3=CC=CC=C3C(C12)COC(=O)N1C[C@@H](C[C@@H](C1)NCC1CC1)C(N(CC1=CN(C2=CC=CC=C12)CCCOC)C1CC1)=O ((3R,5S)-3-{Cyclopropyl-[1-(3-methoxy-propyl)-1H-indol-3-ylmethyl]-carbamoyl}-5-(cyclopropylmethyl-amino)-piperidine-1-carboxylic acid 9H-fluoren-9-ylmethyl ester), C(C(C)(C)C)(=O)Cl (pivaloylchloride). Run in CC#N (CH3CN), CC#N (CH3CN), CC#N (CH3CN). Yields the product C1(CC1)N(C(=O)[C@H]1CNC[C@H](C1)N(C(C(C)(C)C)=O)CC1CC1)CC1=CN(C2=CC=CC=C12)CCCOC ((3R,5S)-5-[Cyclopropylmethyl-(2,2-dimethyl-propionyl)-amino]-piperidine-3-carboxylic acid cyclopropyl-[1-(3-methoxy-propyl)-1H-indol-3-ylmethyl]-amide). Reaction SMILES: C1C2C(COC([N:18]3[CH2:23][C@@H:22]([NH:24][CH2:25][CH:26]4[CH2:28][CH2:27]4)[CH2:21][C@@H:20]([C:29](=[O:49])[N:30]([CH:46]4[CH2:48][CH2:47]4)[CH2:31][C:32]4[C:40]5[C:35](=[CH:36][CH:37]=[CH:38][CH:39]=5)[N:34]([CH2:41][CH2:42][CH2:43][O:44][CH3:45])[CH:33]=4)[CH2:19]3)=O)C3C(=CC=CC=3)C=2C=CC=1.[C:50](Cl)(=[O:55])[C:51]([CH3:54])([CH3:53])[CH3:52]>CC#N>[CH:46]1([N:30]([CH2:31][C:32]2[C:40]3[C:35](=[CH:36][CH:37]=[CH:38][CH:39]=3)[N:34]([CH2:41][CH2:42][CH2:43][O:44][CH3:45])[CH:33]=2)[C:29]([C@@H:20]2[CH2:21][C@H:22]([N:24]([CH2:25][CH:26]3[CH2:27][CH2:28]3)[C:50](=[O:55])[C:51]([CH3:54])([CH3:53])[CH3:52])[CH2:23][NH:18][CH2:19]2)=[O:49])[CH2:47][CH2:48]1. Procedure details: The title compound is prepared analogously as described in Example ??? using (3R,5S)-3-{Cyclopropyl-[1-(3-methoxy-propyl)-1H-indol-3-ylmethyl]-carbamoyl}-5-(cyclopropylmethyl-amino)-piperidine-1-carboxylic acid 9H-fluoren-9-ylmethyl ester and pivaloylchloride. MS: 523 [M+H]+; tR (HPLC, ACQUITY UPLC™ BEH C18 1.7 μm, 50×2.1 mm; 5% CH3CN+0.1% TFA/H2O+0.1% TFA for 0.5 min then 5-100% CH3CN+0.1% TFA/H2O+0.1% TFA for 5 min then 100% CH3CN+0.1% TFA for 1.5 min, flow 0.5 ml/min): 3.24 min.